From a dataset of the Open Reaction Database (ORD), a public repository of structured organic reaction records. describe an organic reaction: reactants, conditions, products, and yield Reactants: NC1=NC(=CC(=N1)C=1C=C(C=CC1C)O)Cl (3-(2-amino-6-chloropyrimidin-4-yl)-4-methylphenol), N1=C(C=CC=C1C)C (2,6-Lutidine), FC(S(=O)(=O)O[Si](C)(C)C(C)(C)C)(F)F (tert-butyldimethylsilyl trifluoromethanesulfonate). Solvent: ClCCl (dichloromethane), ClCCl (dichloromethane). Conditions: temperature 0 celsius, time 1 hour. The product is [Si](C)(C)(C(C)(C)C)OC=1C=CC(=C(C1)C1=NC(=NC(=C1)Cl)N)C (4-[5-(tert-butyldimethylsilanyloxy)-2-methylphenyl]-6-chloropyrimidin-2-ylamine). Isolated yield 76.5%. As a reaction SMILES: [NH2:1][C:2]1[N:7]=[C:6]([C:8]2[CH:9]=[C:10]([OH:15])[CH:11]=[CH:12][C:13]=2[CH3:14])[CH:5]=[C:4]([Cl:16])[N:3]=1.N1C(C)=CC=CC=1C.FC(F)(F)S(O[Si:31]([C:34]([CH3:37])([CH3:36])[CH3:35])([CH3:33])[CH3:32])(=O)=O>ClCCl>[Si:31]([O:15][C:10]1[CH:11]=[CH:12][C:13]([CH3:14])=[C:8]([C:6]2[CH:5]=[C:4]([Cl:16])[N:3]=[C:2]([NH2:1])[N:7]=2)[CH:9]=1)([C:34]([CH3:37])([CH3:36])[CH3:35])([CH3:33])[CH3:32]. Reported procedure: 3-(2-amino-6-chloropyrimidin-4-yl)-4-methylphenol (2.12 g, 9.00 mmol) obtained in Step 4 above was placed in a reaction vessel, and then dichloromethane (60 ml) was added thereto. The mixture was cooled to 0° C. 2,6-Lutidine (1.25 ml, 10.7 mmol) and tert-butyldimethylsilyl trifluoromethanesulfonate (2.27 ml, 9.88 mmol) were sequentially added to the solution. The mixture was stirred at 0° C. for 1 hour and then at room temperature for 30 minutes. The resulting reaction solution was diluted with ... Starting materials: Clc1ncnc2c1CCN(Cc1ccccc1)C2, CC#N, Nc1ccccc1. The product is c1ccc(CN2CCc3c(ncnc3Nc3ccccc3)C2)cc1. RXN SMILES: [CH2:1]([c:2]1[cH:3][cH:4][cH:5][cH:6][cH:7]1)[N:8]1[CH2:9][c:10]2[n:11][cH:12][n:13][c:14]([Cl:18])[c:15]2[CH2:16][CH2:17]1.[CH3:26][C:27]#[N:28].[NH2:19][c:20]1[cH:21][cH:22][cH:23][cH:24][cH:25]1>>[CH2:1]([c:2]1[cH:3][cH:4][cH:5][cH:6][cH:7]1)[N:8]1[CH2:9][c:10]2[n:11][cH:12][n:13][c:14]([NH:19][c:20]3[cH:21][cH:22][cH:23][cH:24][cH:25]3)[c:15]2[CH2:16][CH2:17]1. Starting materials: B(Br)(Br)Br (boron tribromide), COC[C@@H](OC=1C=C(OC=2C=CC(=NC2)C(=O)NC)C=C(C1)C=1NC(=CC1)C=1O[C@H](CN1)C)C (5-(3-[(1S)-2-Methoxy-1-methylethoxy]-5-{5-[(5S)-5-methyl-4,5-dihydro-1,3-oxazol-2-yl]-1H-pyrrol-2-yl}phenoxy)-N-methylpyridine-2-carboxamide), C(O)([O-])=O.[Na+] (sodium hydrogencarbonate). Run in C(Cl)Cl (methylene chloride). Reaction conditions: time 1 hour. The product is OC[C@@H](OC=1C=C(OC=2C=CC(=NC2)C(=O)NC)C=C(C1)C=1NC(=CC1)C=1O[C@H](CN1)C)C (5-(3-[(1S)-2-Hydroxy-1-methylethoxy]-5-{5-[(5S)-5-methyl-4,5-dihydro-1,3-oxazol-2-yl]-1H-pyrrol-2-yl}phenoxy)-N-methylpyridine-2-carboxamide). Isolated yield 68.9%. As a reaction SMILES: C[O:2][CH2:3][C@H:4]([CH3:34])[O:5][C:6]1[CH:7]=[C:8]([CH:20]=[C:21]([C:23]2[NH:24][C:25]([C:28]3[O:29][C@@H:30]([CH3:33])[CH2:31][N:32]=3)=[CH:26][CH:27]=2)[CH:22]=1)[O:9][C:10]1[CH:11]=[CH:12][C:13]([C:16]([NH:18][CH3:19])=[O:17])=[N:14][CH:15]=1.B(Br)(Br)Br.C(=O)([O-])O.[Na+]>C(Cl)Cl>[OH:2][CH2:3][C@H:4]([CH3:34])[O:5][C:6]1[CH:7]=[C:8]([CH:20]=[C:21]([C:23]2[NH:24][C:25]([C:28]3[O:29][C@@H:30]([CH3:33])[CH2:31][N:32]=3)=[CH:26][CH:27]=2)[CH:22]=1)[O:9][C:10]1[CH:11]=[CH:12][C:13]([C:16]([NH:18][CH3:19])=[O:17])=[N:14][CH:15]=1 |f:2.3|. Procedure: 5-(3-[(1S)-2-Methoxy-1-methylethoxy]-5-{5-[(5S)-5-methyl-4,5-dihydro-1,3-oxazol-2-yl]-1H-pyrrol-2-yl}phenoxy)-N-methylpyridine-2-carboxamide (176 mg, 0.38 mmol) synthesized in Example (123b) was dissolved in methylene chloride (5 mL), and boron tribromide (1.0 mol/L methylene chloride solution, 0.50 mL, 0.50 mmol) was added at −78° C. Subsequently, the temperature was brought back to room temperature, followed by stirring for 1 hour. To the reaction solution, a saturated aqueous sodium hydrogenc... Reactants: O1N=C(N=C1)C(C)(C)NC(OC(C)(C)C)=O (tert-Butyl 2-(1,2,4-oxadiazol-3-yl)propan-2-ylcarbamate), Cl (hydrochloride). The solvent is C(C)(=O)OCC (ethyl acetate). Reaction conditions: time 0.5 hour. Yields the product Cl.CC(C)(C1=NOC=N1)N (1-Methyl-1-[1,2,4]oxadiazol-3-yl-ethylamine hydrochloride). The yield is 94.0%. As a reaction SMILES: [O:1]1[CH:5]=[N:4][C:3]([C:6]([NH:9]C(=O)OC(C)(C)C)([CH3:8])[CH3:7])=[N:2]1.[ClH:17]>C(OCC)(=O)C>[ClH:17].[CH3:7][C:6]([NH2:9])([C:3]1[N:4]=[CH:5][O:1][N:2]=1)[CH3:8] |f:3.4|. Reported procedure: tert-Butyl 2-(1,2,4-oxadiazol-3-yl)propan-2-ylcarbamate (0.668 g, 2.9 mmol) was dissolved in in ethyl acetate saturated with hydrochloride (10 mL) and stirred at room temperature for 0.5 h. Then it was concentrated to give product (0.45 g, 94%); MS (EI): m/e=128.2 [M+H]+. The reactants are CCO, COc1ccc(C(=O)CCCC(=O)O)c(OC)c1OC. Yields the product COc1ccc(CCCCC(=O)O)c(OC)c1OC. Reaction SMILES: [CH3:21][CH2:22][OH:23].[O:1]=[C:2]([CH2:3][CH2:4][CH2:5][C:6](=[O:7])[OH:8])[c:9]1[c:10]([O:19][CH3:20])[c:11]([O:17][CH3:18])[c:12]([O:15][CH3:16])[cH:13][cH:14]1>>[CH2:2]([CH2:3][CH2:4][CH2:5][C:6](=[O:7])[OH:8])[c:9]1[c:10]([O:19][CH3:20])[c:11]([O:17][CH3:18])[c:12]([O:15][CH3:16])[cH:13][cH:14]1. Reactants: [OH-].[Na+] (sodium hydroxide), OC1=CC(=CC2=CC=CC=C12)O (1,3-dihydroxynaphthalene), C(C)O (ethanol), O (water), S(=O)(=O)(OC)OC (dimethyl sulfate). Conditions: time 16 hour. The product is COC1=CC(=CC2=CC=CC=C12)OC (1,3-Dimethoxynaphthalene). As a reaction SMILES: [OH-].[Na+].O.S([O:9][CH3:10])(OC)(=O)=O.[OH:11][C:12]1[C:21]2[C:16](=[CH:17][CH:18]=[CH:19][CH:20]=2)[CH:15]=[C:14](O)[CH:13]=1.[CH2:23](O)C>>[CH3:23][O:11][C:12]1[C:21]2[C:16](=[CH:17][CH:18]=[CH:19][CH:20]=2)[CH:15]=[C:14]([O:9][CH3:10])[CH:13]=1 |f:0.1|. Reported procedure: A solution of 32.1 g. (0.801 mole) of sodium hydroxide in 80.3 ml. of water and 96 g. (0.763 mole) of dimethyl sulfate are simultaneously added over a period of 30-45 minutes to 50 g. (0.312 mole) of 1,3-dihydroxynaphthalene in 250 ml. of absolute ethanol stirred at -5°-0° C., the former being added slightly faster than the latter. The reaction mixture is allowed to gradually warm to 20°-25° C. with stirring over a 16 hour period. Most of the ethanol is evaporated at reduced pressure, water is a... The reactants are C1(=CC=CC=C1)B(O)O (phenylboronic acid), BrC=1C=CC(=C(C1)S(=O)(=O)N)NS(=O)(=O)C1=CC(=CC=C1)C1=CC(=C(C=C1)Cl)Cl (5-Bromo-2-[[3-(3,4-dichlorophenyl)phenyl]sulfonylamino]benzenesulfonamide), C([O-])([O-])=O.[Na+].[Na+] (sodium carbonate). Reagents/catalysts: C=1C=CC(=CC1)[P](C=2C=CC=CC2)(C=3C=CC=CC3)[Pd]([P](C=4C=CC=CC4)(C=5C=CC=CC5)C=6C=CC=CC6)([P](C=7C=CC=CC7)(C=8C=CC=CC8)C=9C=CC=CC9)[P](C=1C=CC=CC1)(C=1C=CC=CC1)C=1C=CC=CC1 (tetrakis(triphenylphosphine)palladium). Run in CN(C)C=O (DMF). Reaction conditions: temperature 80 celsius, time 8 hour. The product is ClC=1C=C(C=CC1Cl)C=1C=C(C=CC1)S(=O)(=O)NC1=C(C=C(C=C1)C1=CC=CC=C1)S(=O)(=O)N (2-[[3-(3,4-Dichlorophenyl)phenyl]sulfonylamino]-5-phenyl-benzenesulfonamide). Isolated yield 33.2%. RXN SMILES: Br[C:2]1[CH:3]=[CH:4][C:5]([NH:12][S:13]([C:16]2[CH:21]=[CH:20][CH:19]=[C:18]([C:22]3[CH:27]=[CH:26][C:25]([Cl:28])=[C:24]([Cl:29])[CH:23]=3)[CH:17]=2)(=[O:15])=[O:14])=[C:6]([S:8]([NH2:11])(=[O:10])=[O:9])[CH:7]=1.[C:30]1(B(O)O)[CH:35]=[CH:34][CH:33]=[CH:32][CH:31]=1.C(=O)([O-])[O-].[Na+].[Na+]>CN(C=O)C.C1C=CC([P]([Pd]([P](C2C=CC=CC=2)(C2C=CC=CC=2)C2C=CC=CC=2)([P](C2C=CC=CC=2)(C2C=CC=CC=2)C2C=CC=CC=2)[P](C2C=CC=CC=2)(C2C=CC=CC=2)C2C=CC=CC=2)(C2C=CC=CC=2)C2C=CC=CC=2)=CC=1>[Cl:29][C:24]1[CH:23]=[C:22]([C:18]2[CH:17]=[C:16]([S:13]([NH:12][C:5]3[CH:4]=[CH:3][C:2]([C:30]4[CH:35]=[CH:34][CH:33]=[CH:32][CH:31]=4)=[CH:7][C:6]=3[S:8]([NH2:11])(=[O:10])=[O:9])(=[O:15])=[O:14])[CH:21]=[CH:20][CH:19]=2)[CH:27]=[CH:26][C:25]=1[Cl:28] |f:2.3.4,^1:53,55,74,93|. Reported procedure: 5-Bromo-2-[[3-(3,4-dichlorophenyl)phenyl]sulfonylamino]benzenesulfonamide (70 mg, 0.13 mmol) was dissolved in DMF (700 μl), then phenylboronic acid (20 mg, 0.16 mmol) was added followed by the addition of 2M sodium carbonate solution (260 μl). The mixture was subjected to vacuum/argon (×3), tetrakis(triphenylphosphine)palladium (8 mg, 0.05 mol %) was added and the reaction was allowed to stir at 80° C. overnight. The cooled reaction mixture was filtered and was then purified by preparative HPLC ... Reactants: CN1CCOCC1 (N-methylmorpholine), O=C1NC(=NO1)C1=CC=C(C=C1)N1C(OC(C1)C(=O)O)=O (3-[4-(5-oxo-1,2,4-oxadiazolin-3-yl)phenyl]-2-oxo-5-oxazolidinecarboxylic acid), N1CCC(CC1)C(=O)OC(C)(C)C (tert-butyl piperidine-4-carboxylate), ON1N=NC2=C1C=CC=C2 (1-hydroxybenzotriazole), Cl.CN(CCCN=C=NCC)C (N-(3-dimethylaminopropyl)-N'-ethylcarbodiimide hydrochloride). Solvent: CN(C)C=O (DMF), O (water). Conditions: time 5 hour. Product: O=C1NC(=NO1)C1=CC=C(C=C1)N1C(OC(C1)C(=O)N1CCC(CC1)C(=O)OC(C)(C)C)=O (tert-butyl 1-{3-[4-(5-oxo-1,2,4-oxadiazolin-3-yl)phenyl]-2-oxo-5-oxazolidinylcarbonyl}piperidine-4carboxylate). RXN SMILES: CN1CCOCC1.[O:8]=[C:9]1[O:13][N:12]=[C:11]([C:14]2[CH:19]=[CH:18][C:17]([N:20]3[CH2:24][CH:23]([C:25]([OH:27])=O)[O:22][C:21]3=[O:28])=[CH:16][CH:15]=2)[NH:10]1.[NH:29]1[CH2:34][CH2:33][CH:32]([C:35]([O:37][C:38]([CH3:41])([CH3:40])[CH3:39])=[O:36])[CH2:31][CH2:30]1.ON1C2C=CC=CC=2N=N1.Cl.CN(C)CCCN=C=NCC>CN(C=O)C.O>[O:8]=[C:9]1[O:13][N:12]=[C:11]([C:14]2[CH:15]=[CH:16][C:17]([N:20]3[CH2:24][CH:23]([C:25]([N:29]4[CH2:34][CH2:33][CH:32]([C:35]([O:37][C:38]([CH3:41])([CH3:40])[CH3:39])=[O:36])[CH2:31][CH2:30]4)=[O:27])[O:22][C:21]3=[O:28])=[CH:18][CH:19]=2)[NH:10]1 |f:4.5|. Procedure details: 3.03 g of N-methylmorpholine are added to a solution of 2.91 g of 3-[4-(5-oxo-1,2,4-oxadiazolin-3-yl)phenyl]-2-oxo-5-oxazolidinecarboxylic acid [obtainable according to Example 3], 2.77 g of tert-butyl piperidine-4-carboxylate, 2.02 g of 1-hydroxybenzotriazole and 2.86 g of N-(3-dimethylaminopropyl)-N'-ethylcarbodiimide hydrochloride in 20 ml of DMF, and the mixture is stirred at room temperature for 5 h. 200 ml of water are subsequently added dropwise with intensive stirring, the crystalline pr...